Dataset: the Open Reaction Database (ORD), a public repository of structured organic reaction records. Task: describe an organic reaction: reactants, conditions, products, and yield Starting materials: [O-]CC.[K+] (potassium ethoxide), C(Cl)Cl (methylene chloride), N(=[N+]=[N-])CC(=O)OCC (ethyl azidoacetate), BrC1=CC=C(C=C1)N1C=NC=C1C=O (1-(4-bromophenyl)-1H-imidazole-5-carbaldehyde). Run in CCO (EtOH), C(C)O (ethanol). Reaction conditions: temperature 0 celsius, time 5 hour. Yields the product N(=[N+]=[N-])C(C(=O)OCC)=CC=1N(C=NC1)C1=CC=C(C=C1)Br (ethyl 2-azido-3-[3-(4-bromophenyl)-3H-imidazol-4-yl]acrylate). RXN SMILES: C(Cl)Cl.[N:4]([CH2:7][C:8]([O:10][CH2:11][CH3:12])=[O:9])=[N+:5]=[N-:6].[Br:13][C:14]1[CH:19]=[CH:18][C:17]([N:20]2[C:24]([CH:25]=O)=[CH:23][N:22]=[CH:21]2)=[CH:16][CH:15]=1.[O-]CC.[K+]>C(O)C>[N:4]([C:7](=[CH:25][C:24]1[N:20]([C:17]2[CH:18]=[CH:19][C:14]([Br:13])=[CH:15][CH:16]=2)[CH:21]=[N:22][CH:23]=1)[C:8]([O:10][CH2:11][CH3:12])=[O:9])=[N+:5]=[N-:6] |f:3.4|. Procedure: A commercially available 34% methylene chloride solution of ethyl azidoacetate (6.6 mL, 21.6 mmol) was concentrated in vacuo, the residue reconstituted in anhydrous ethanol (100 mL) and the resulting solution treated with 3-(4-bromophenyl)-3H-imidazole-4-carbaldehyde (6) (2.7 g, 10.8 mmol). The mixture was cooled to 0° C., treated dropwise with potassium ethoxide solution (5.1 mL, 13.0 mmol, 24% (w/w) EtOH solution) and the mixture stirred at 0° C. for 5 h. The resulting white solid was collecte... Reactants: COC1=CC(=C(C=C1)B(O)O)C (4-methoxy-2-methylphenylboronic acid), BrC1=CC=2[C@@H]3[C@H](CNC2C(=C1)OC)CN(C3)C(=O)OC(C)(C)C ((±)-cis-tert-Butyl 8-bromo-6-methoxy-3,3a,4,5-tetrahydro-1H-pyrrolo [3,4-c]quinoline-2(9bH)-carboxylate). Yields the product COC1=CC(=CC=2[C@@H]3[C@H](CNC12)CNC3)C3=C(C=C(C=C3)OC)C ((±)-cis 6-Methoxy-8-(4-methoxy-2-methylphenyl)-2,3,3a,4,5,9b-hexahydro-1H-pyrrolo [3,4-c]quinoline). Reaction SMILES: [CH3:1][O:2][C:3]1[CH:8]=[CH:7][C:6](B(O)O)=[C:5]([CH3:12])[CH:4]=1.Br[C:14]1[CH:23]=[C:22]([O:24][CH3:25])[C:21]2[NH:20][CH2:19][C@@H:18]3[CH2:26][N:27](C(OC(C)(C)C)=O)[CH2:28][C@@H:17]3[C:16]=2[CH:15]=1>>[CH3:25][O:24][C:22]1[C:21]2[NH:20][CH2:19][C@@H:18]3[CH2:26][NH:27][CH2:28][C@@H:17]3[C:16]=2[CH:15]=[C:14]([C:6]2[CH:7]=[CH:8][C:3]([O:2][CH3:1])=[CH:4][C:5]=2[CH3:12])[CH:23]=1. Procedure: Following the procedures described in Example 12, except that 4-methoxy-2-methylphenylboronic acid was used instead of phenylboronic acid, (±)-cis-tert-butyl 8-bromo-6-methoxy-3,3a,4,5-tetrahydro-1H-pyrrolo[3,4-c]quinoline-2(9bH)-carboxylate from Example 11, Part A was converted into the title compound of Example 14. 1H NMR (CDCl3): δ 7.14 (d, 1H, J=8.1 Hz), 6.83-6.73 (m, 2H), 6.62 (s, 1H), 6.61 (s, 1H), 4.49 (broad s, 1H), 3.85 (s, 3H), 3.84 (s, 3H), 3.78-3.70 (m, 1H), 3.62-3.05 (overlapping m,...